From a dataset of the Open Reaction Database (ORD), a public repository of structured organic reaction records. describe an organic reaction: reactants, conditions, products, and yield Starting materials: FC(C=1C=C2C(NC=NC2=CC1)=O)(F)F (6-trifluoromethylquinazolin-4(3H)-one), BrCC(C[C@@H]1N(CCC[C@H]1OC)C(=O)OC)=O (methyl trans-2-(3-bromo-2-oxopropyl)-3-methoxypiperidine-1-carboxylate). Product: FC(C=1C=C2C(N(C=NC2=CC1)CC(C[C@@H]1N(CCC[C@H]1OC)C(=O)OC)=O)=O)(F)F (Methyl trans-2-[3-(6-Trifluoromethylquinazolin-4(3H)-on-3-yl)-2-oxopropyl]-3-methoxypiperidine-1-carboxylate). Isolated yield 24.0%. Reaction SMILES: [F:1][C:2]([F:15])([F:14])[C:3]1[CH:4]=[C:5]2[C:10](=[CH:11][CH:12]=1)[N:9]=[CH:8][NH:7][C:6]2=[O:13].Br[CH2:17][C:18](=[O:32])[CH2:19][C@H:20]1[C@H:25]([O:26][CH3:27])[CH2:24][CH2:23][CH2:22][N:21]1[C:28]([O:30][CH3:31])=[O:29]>>[F:15][C:2]([F:1])([F:14])[C:3]1[CH:4]=[C:5]2[C:10](=[CH:11][CH:12]=1)[N:9]=[CH:8][N:7]([CH2:17][C:18](=[O:32])[CH2:19][C@H:20]1[C@H:25]([O:26][CH3:27])[CH2:24][CH2:23][CH2:22][N:21]1[C:28]([O:30][CH3:31])=[O:29])[C:6]2=[O:13]. Procedure details: By the method of Example 4, 6-trifluoromethylquinazolin-4(3H)-one and methyl trans-2-(3-bromo-2-oxopropyl)-3-methoxypiperidine-1-carboxylate were converted into the title compound in 24% yield; m.p. 137°-140° C. 1H-NMR(CDCl3) 1.4-1.9 (m, 4H), 2.9 (d, 3.3 (s, 3H), 3.5-3.9 (m, 4H), 3.7 (s, 3H), 5.2 (s, 2H), 7.7-8.7 (m, 4H). Starting materials: BrC1=CC=C(C=C1)NN (4-bromophenylhydrazine), C(C)CCCC(=O)CC(=O)[O-] (ethylbutyrylacetate). The product is BrC1=CC=C(C=C1)N1N=C(CC1=O)CCC (2-(4-bromphenyl)-2,4-dihydro-5-propyl-3H-pyrazol-3-one). As a reaction SMILES: [Br:1][C:2]1[CH:7]=[CH:6][C:5]([NH:8][NH2:9])=[CH:4][CH:3]=1.[CH2:10]([CH2:12][CH2:13][CH2:14][C:15](CC([O-])=O)=[O:16])[CH3:11]>>[Br:1][C:2]1[CH:7]=[CH:6][C:5]([N:8]2[C:15](=[O:16])[CH2:14][C:13]([CH2:12][CH2:10][CH3:11])=[N:9]2)=[CH:4][CH:3]=1. Procedure: From the reaction of 4-bromophenylhydrazine and ethylbutyrylacetate, 2-(4-bromphenyl)-2,4-dihydro-5-propyl-3H-pyrazol-3-one is obtained. Subsequent reaction with 2-ethylaniline yields 2-(4-bromophenyl)-4-(2-ethylanilinomethylene)-2,4-dihydro-5-propyl-3H-pyrazol-3-one, Mp.: 126.9° C. Reactants: C1CCOC1, Clc1cccnc1Cl, OCC(F)(F)C(F)F, [H-], [Na+]. Yields the product FC(F)C(F)(F)COc1ncccc1Cl. RXN SMILES: [CH2:19]1[O:20][CH2:21][CH2:22][CH2:23]1.[Cl:11][c:12]1[n:13][cH:14][cH:15][cH:16][c:17]1[Cl:18].[F:1][C:2]([CH2:3][OH:4])([CH:5]([F:6])[F:7])[F:8].[H-:10].[Na+:9]>>[F:1][C:2]([CH2:3][O:4][c:12]1[n:13][cH:14][cH:15][cH:16][c:17]1[Cl:18])([CH:5]([F:6])[F:7])[F:8]. The reactants are Cl.Cl.NCC=1NC2=C(N1)C=CC=C2 (2-(aminomethyl)benzimidazole, dihydrochloride), hydrate, [OH-].[K+] (potassium hydroxide). Solvent: CO (methanol). Run at time 30 minute. Yields the product NCC=1NC2=C(N1)C=CC=C2 (2-(Aminomethyl)benzimidazole). Reaction SMILES: Cl.Cl.[NH2:3][CH2:4][C:5]1[NH:6][C:7]2[CH:13]=[CH:12][CH:11]=[CH:10][C:8]=2[N:9]=1.[OH-].[K+]>CO>[NH2:3][CH2:4][C:5]1[NH:9][C:8]2[CH:10]=[CH:11][CH:12]=[CH:13][C:7]=2[N:6]=1 |f:0.1.2,3.4|. Procedure: Add 2-(aminomethyl)benzimidazole, dihydrochloride, hydrate (18.50 g) to a solution of potassium hydroxide (9.50 g) in methanol (400 mL). Stir the resulting mixture at room temperature for 30 minutes, filter, and concentrate the filtrate in vacuo. Extract the residue with EtOAc (5×500 mL) and filter. Concentrate the filtrate in vacuo to give the title compound as a white solid (9.60 g). Starting materials: O=C([O-])[O-], CN(C)CCCl, CCC(C)=O, Cl, O=[N+]([O-])c1ccc(O)cc1F, [K+], [K+]. Product: CN(C)CCOc1ccc([N+](=O)[O-])c(F)c1. Reaction SMILES: [C:19](=[O:20])([O-:21])[O-:22].[CH3:13][N:14]([CH2:15][CH2:16][Cl:17])[CH3:18].[CH3:25][C:26](=[O:27])[CH2:28][CH3:29].[ClH:12].[F:1][c:2]1[cH:3][c:4]([OH:11])[cH:5][cH:6][c:7]1[N+:8](=[O:9])[O-:10].[K+:23].[K+:24]>>[F:1][c:2]1[cH:3][c:4]([O:11][CH2:16][CH2:15][N:14]([CH3:13])[CH3:18])[cH:5][cH:6][c:7]1[N+:8](=[O:9])[O-:10]. Reactants: sodium polysulphide, aqueous solution, [OH-].[Na+] (sodium hydroxide), [N+](=O)([O-])C1=CC=C(C=C1)C (p-nitrotoluene), C(C)O (ethanol), [N+](=O)([O-])C1=CC=C(C=C1)C (p-nitrotoluene). Run in CN(C=O)C (N, N-dimethylformamide). Conditions: temperature 80 celsius. Yields the product NC1=CC=C(C=O)C=C1 (p-aminobenzaldehyde). The yield is 71.9%. Reaction SMILES: [N+:1]([C:4]1[CH:9]=[CH:8][C:7]([CH3:10])=[CH:6][CH:5]=1)([O-])=O.C([OH:13])C.[OH-].[Na+]>CN(C)C=O>[NH2:1][C:4]1[CH:9]=[CH:8][C:7]([CH:10]=[O:13])=[CH:6][CH:5]=1 |f:2.3|. Reported procedure: To a 1-liter flask were added 66.7 g (0.487 mol) of p-nitrotoluene, 223 g of ethanol and 2.7 g (4.1% by weight of the p-nitrotoluene) of N, N-dimethylformamide to form a mixture which was dissolved, maintained at 80° C. and then incorporated dropwise over a period of time of 2 hours with an aqueous alkali solution prepared by adding 51.5 g of a 50% aqueous solution of sodium hydroxide to said aqueous solution of sodium polysulphide. After the end of the incorporation with the aqueous alkali solu... The reactants are C(C)OC(CN1C=NC(=C1)C)=O ((4-Methyl-1H-imidazol-1-yl)acetic acid ethyl ester), C(C)OC(N(C)C)OCC (dimethylformamide diethyl acetal). Product: C(C)OC(C(=CN(C)C)N1C=NC(=C1)C)=O (3-(Dimethylamino)-2-[4-methyl-1H-imidazol-1-yl]acrylic acid ethyl ester). RXN SMILES: [CH2:1]([O:3][C:4](=[O:12])[CH2:5][N:6]1[CH:10]=[C:9]([CH3:11])[N:8]=[CH:7]1)[CH3:2].C(O[CH:16](OCC)[N:17]([CH3:19])[CH3:18])C>>[CH2:1]([O:3][C:4](=[O:12])[C:5]([N:6]1[CH:10]=[C:9]([CH3:11])[N:8]=[CH:7]1)=[CH:16][N:17]([CH3:19])[CH3:18])[CH3:2]. Procedure: 310 mg (1.5 mmol, 80% purity) of the compound from Example 34A and 0.5 ml (434 mg, 3.0 mmol) dimethylformamide diethyl acetal are stirred at a bath temperature of 100° C. for 16 h. For working up, the cooled reaction solution is concentrated on a rotary evaporator and the residue is dried in vacuo. The product is obtained as a 3:2 mixture of the two regioisomers and is further reacted as such. Starting materials: BrC1=CC(=CC=C1)CC (1-bromo-3-ethylbenzene), C([O-])([O-])=O.[Cs+].[Cs+] (cesium carbonate), C(C#C)OC1OCCCC1 (2-(2-propynyloxy)tetrahydropyran), C1(CCCCC1)P(C1=C(C=CC=C1)C1=C(C=C(C=C1C(C)C)C(C)C)C(C)C)C1CCCCC1 (2-dicyclohexylphosphino-2′,4′,6′-triisopropylbiphenyl). Reagents/catalysts: CC#N.CC#N.Cl[Pd]Cl (bis(acetonitrile)palladium(II) dichloride). Solvent: C(C)#N (acetonitrile), O (water). Run at temperature 90 celsius, time 10 hour. Product: C(C)C=1C=C(C=CC1)C#CCOC1OCCCC1 (1-(3-ethylphenyl)-3-(tetrahydro-2H-pyran-2-yloxy)-1-propyne). RXN SMILES: Br[C:2]1[CH:7]=[CH:6][CH:5]=[C:4]([CH2:8][CH3:9])[CH:3]=1.C(=O)([O-])[O-].[Cs+].[Cs+].[CH2:16]([O:19][CH:20]1[CH2:25][CH2:24][CH2:23][CH2:22][O:21]1)[C:17]#[CH:18].C1(P(C2CCCCC2)C2C=CC=CC=2C2C(C(C)C)=CC(C(C)C)=CC=2C(C)C)CCCCC1>CC#N.CC#N.Cl[Pd]Cl.O.C(#N)C>[CH2:8]([C:4]1[CH:3]=[C:2]([C:18]#[C:17][CH2:16][O:19][CH:20]2[CH2:25][CH2:24][CH2:23][CH2:22][O:21]2)[CH:7]=[CH:6][CH:5]=1)[CH3:9] |f:1.2.3,6.7.8|. Reported procedure: A mixture of 1-bromo-3-ethylbenzene (9.79 g), cesium carbonate (45.0 g), 2-(2-propynyloxy)tetrahydropyran (11.2 ml), 2-dicyclohexylphosphino-2′,4′,6′-triisopropylbiphenyl (1.51 g), bis(acetonitrile)palladium(II) dichloride (274 mg) and acetonitrile (300 ml) was stirred at 90° C. for 10 hr. The reaction mixture was added to water, and the mixture was extracted with ethyl acetate, washed with saturated brine, and dried over anhydrous magnesium sulfate. The solvent was evaporated under reduced pres...